Dataset: the Open Reaction Database (ORD), a public repository of structured organic reaction records. Task: describe an organic reaction: reactants, conditions, products, and yield Starting materials: COP(=O)(C)CC1=NC(=CC=C1)Br (methyl[(6-bromopyridin-2-yl)methyl]methylphosphinate), NC=1SC(=CC1C(=O)N)C1=C(C=C(C=C1)C(C)(C)O)F (2-amino-5-[2-fluoro-4-(1-hydroxy-1-methylethyl)phenyl]thiophene-3-carboxamide). Product: COP(=O)(C)CC1=NC(=CC=C1)NC=1SC(=CC1C(=O)N)C1=C(C=C(C=C1)C(C)(C)O)F (Methyl{[6-({3-(aminocarbonyl)-5-[2-fluoro-4-(1-hydroxy-1-methylethyl)phenyl]-2-thienyl}amino)pyridin-2-yl]methyl}methylphosphinate). Reaction SMILES: [CH3:1][O:2][P:3]([CH2:6][C:7]1[CH:12]=[CH:11][CH:10]=[C:9](Br)[N:8]=1)([CH3:5])=[O:4].[NH2:14][C:15]1[S:16][C:17]([C:23]2[CH:28]=[CH:27][C:26]([C:29]([OH:32])([CH3:31])[CH3:30])=[CH:25][C:24]=2[F:33])=[CH:18][C:19]=1[C:20]([NH2:22])=[O:21]>>[CH3:1][O:2][P:3]([CH2:6][C:7]1[CH:12]=[CH:11][CH:10]=[C:9]([NH:14][C:15]2[S:16][C:17]([C:23]3[CH:28]=[CH:27][C:26]([C:29]([OH:32])([CH3:30])[CH3:31])=[CH:25][C:24]=3[F:33])=[CH:18][C:19]=2[C:20]([NH2:22])=[O:21])[N:8]=1)([CH3:5])=[O:4]. Procedure details: The title compound was synthesized from methyl[(6-bromopyridin-2-yl)methyl]methylphosphinate (90 mg, 0.34 mmol) and 2-amino-5-[2-fluoro-4-(1-hydroxy-1-methylethyl)phenyl]thiophene-3-carboxamide (100 mg, 0.34 mmol) according to the general procedure in Example 1. Reactants: S1C2=C(C=C1)C=CC=C2 (benzo[b]thiophene), [Li]C(C)(C)C (t-BuLi), ICC (iodoethane). The solvent is C1CCOC1 (THF). Yields the product C(C)C1=CC2=C(S1)C=CC=C2 (2-Ethylbenzo[b]thiophene), yellow liquid. The yield is 99.0%. As a reaction SMILES: [S:1]1[CH:5]=[CH:4][C:3]2[CH:6]=[CH:7][CH:8]=[CH:9][C:2]1=2.[Li][C:11](C)(C)[CH3:12].ICC>C1COCC1>[CH2:11]([C:5]1[S:1][C:2]2[CH:9]=[CH:8][CH:7]=[CH:6][C:3]=2[CH:4]=1)[CH3:12]. Procedure details: 2-Ethylbenzo[b]thiophene was prepared by the method of Example 40A with benzo[b]thiophene (7.5 mmoles, 1.0 g), t-BuLi (1.7M, 8.9 mmoles, 5.3 ml), iodoethane (8.9 mmoles, 0.72 ml) and THF (20 ml). 1.2 g (99%) of a yellow liquid was isolated.